Dataset: the Open Reaction Database (ORD), a public repository of structured organic reaction records. Task: describe an organic reaction: reactants, conditions, products, and yield Starting materials: [BH4-], C1CCOC1, C#CCN1N(C(=O)OCc2ccccc2)C(=O)CC1(C)C, CCO, [Na+], O=S(=O)(O)O. The product is C#CCN1N(C(=O)OCc2ccccc2)C(O)CC1(C)C. RXN SMILES: [BH4-:22].[CH2:29]1[O:30][CH2:31][CH2:32][CH2:33]1.[CH3:1][C:2]1([CH3:21])[N:3]([CH2:18][C:19]#[CH:20])[N:4]([C:8](=[O:9])[O:10][CH2:11][c:12]2[cH:13][cH:14][cH:15][cH:16][cH:17]2)[C:5](=[O:7])[CH2:6]1.[CH3:34][CH2:35][OH:36].[Na+:23].[S:24](=[O:25])(=[O:26])([OH:27])[OH:28]>>[CH3:1][C:2]1([CH3:21])[N:3]([CH2:18][C:19]#[CH:20])[N:4]([C:8](=[O:9])[O:10][CH2:11][c:12]2[cH:13][cH:14][cH:15][cH:16][cH:17]2)[CH:5]([OH:7])[CH2:6]1. The reactants are Cl (hydrochloric acid), stannous chloride dihydrate, N1=CC=C(C=C1)C=CC1=C(C=CC=C1)[N+](=O)[O-] (2-[2-(4-pyridyl)ethenyl]-1-nitrobenzene). Solvent: C(C)O (ethanol), C(C)O (ethanol). Reaction conditions: time 5 hour. The product is N1=CC=C(C=C1)C=CC1=C(N)C=CC=C1 (2-[2-(4-pyridyl)ethenyl]aniline). Yield: 88.4%. As a reaction SMILES: Cl.[N:2]1[CH:7]=[CH:6][C:5]([CH:8]=[CH:9][C:10]2[CH:15]=[CH:14][CH:13]=[CH:12][C:11]=2[N+:16]([O-])=O)=[CH:4][CH:3]=1>C(O)C>[N:2]1[CH:7]=[CH:6][C:5]([CH:8]=[CH:9][C:10]2[CH:15]=[CH:14][CH:13]=[CH:12][C:11]=2[NH2:16])=[CH:4][CH:3]=1. Procedure details: In a mixture of concentrated hydrochloric acid (14 ml) and ethanol (14 ml) was dissolved 2.87 g of 2-[2-(4-pyridyl)ethenyl]-1-nitrobenzene. To this solution was added a solution of stannous chloride dihydrate (8.59 g) in ethanol (25 ml) gradually dropwise under ice-cooling and the mixture was stirred at room temperature for 5 hours. After the solvent was evaporated off under reduced pressure, the residue was made basic with 30% aqueous sodium hydroxide solution and extracted with chloroform. The... Reaction SMILES: [CH2:30]1[O:31][CH2:32][CH2:33][CH2:34]1.[CH3:26][OH:27].[Na+:29].[OH-:28].[c:1]1([S:2](=[O:3])(=[O:4])[n:10]2[c:11](-[c:20]3[cH:21][cH:22][cH:23][cH:24][cH:25]3)[cH:12][c:13]3[c:14]2[n:15][cH:16][n:17][c:18]3[Cl:19])[cH:5][cH:6][cH:7][cH:8][cH:9]1>>[nH:10]1[c:11](-[c:20]2[cH:21][cH:22][cH:23][cH:24][cH:25]2)[cH:12][c:13]2[c:14]1[n:15][cH:16][n:17][c:18]2[Cl:19]. The product is Clc1ncnc2[nH]c(-c3ccccc3)cc12. Starting materials: C1CCOC1, CO, [Na+], [OH-], O=S(=O)(c1ccccc1)n1c(-c2ccccc2)cc2c(Cl)ncnc21. Starting materials: C(C)(=O)OC(C)=O (acetic anhydride), OC1CCC2=C1N=CN=C2NC2=CC=C(C=C2)C(CC2CCN(CC2)CC2=CC=CC=C2)=O (N-(7-hydroxy-5,6-dihydro-7H-cyclopenta[d]pyrimidin-4-yl)-4-[(1-benzylpiperidin-4-yl)acetyl]aniline). Solvent: C(Cl)(Cl)Cl (chloroform). The product is C(C)(=O)OC1CCC2=C1N=CN=C2NC2=CC=C(C=C2)C(CC2CCN(CC2)CC2=CC=CC=C2)=O (N-(7-acetoxy-5,6-dihydro-7H-cyclopenta[d]pyrimidin-4-yl)-4-[(1-benzylpiperidin-4-yl)acetyl]aniline). Reaction SMILES: [C:1]([O:4][C:5](=[O:7])[CH3:6])(=O)[CH3:2].OC1[C:13]2[N:14]=[CH:15][N:16]=[C:17]([NH:18][C:19]3[CH:24]=[CH:23][C:22]([C:25](=[O:40])[CH2:26][CH:27]4[CH2:32][CH2:31][N:30]([CH2:33][C:34]5[CH:39]=[CH:38][CH:37]=[CH:36][CH:35]=5)[CH2:29][CH2:28]4)=[CH:21][CH:20]=3)[C:12]=2[CH2:11]C1>C(Cl)(Cl)Cl>[C:5]([O:4][CH:1]1[C:13]2[N:14]=[CH:15][N:16]=[C:17]([NH:18][C:19]3[CH:20]=[CH:21][C:22]([C:25](=[O:40])[CH2:26][CH:27]4[CH2:28][CH2:29][N:30]([CH2:33][C:34]5[CH:35]=[CH:36][CH:37]=[CH:38][CH:39]=5)[CH2:31][CH2:32]4)=[CH:23][CH:24]=3)[C:12]=2[CH2:11][CH2:2]1)(=[O:7])[CH3:6]. Procedure: 20 ml of chloroform and 0.65 ml of acetic anhydride were added to 0.35 g of N-(7-hydroxy-5,6-dihydro-7H-cyclopenta[d]pyrimidin-4-yl)-4-[(1-benzylpiperidin-4-yl)acetyl]aniline, and the mixture was refluxed under heating for 4 hours. Then, the solvent was removed by distillation under reduced pressure and the obtained residue was applied to silica gel column chromatography to obtain 0.16 g of the title compound as white crystal. The reactants are FC1=C(C=CC=C1)O (2-Fluorophenol), [OH-].[K+] (potassium hydroxide), IC1=CC=C(C=C1)C(C(=O)O)C (2-(4-Iodophenyl)propionic acid). Reagents/catalysts: O (water), [Cu] (copper). Run at temperature 180 celsius. Product: FC1=C(OC2=CC=C(C=C2)C(C(=O)O)C)C=CC=C1 (2-[4-(2-fluorophenoxy)phenyl]propionic acid). RXN SMILES: [F:1][C:2]1[CH:7]=[CH:6][CH:5]=[CH:4][C:3]=1[OH:8].[OH-].[K+].I[C:12]1[CH:17]=[CH:16][C:15]([CH:18]([CH3:22])[C:19]([OH:21])=[O:20])=[CH:14][CH:13]=1>O.[Cu]>[F:1][C:2]1[CH:7]=[CH:6][CH:5]=[CH:4][C:3]=1[O:8][C:12]1[CH:17]=[CH:16][C:15]([CH:18]([CH3:22])[C:19]([OH:21])=[O:20])=[CH:14][CH:13]=1 |f:1.2|. Procedure details: 2-Fluorophenol (2.35 g.) was fused with potassium hydroxide (1.7 g.) and a few drops of water by heating to 180° C. 2-(4-Iodophenyl)propionic acid (2.76 g.) and copper powder (0.1 g.) were then added and the melt ws heated at 160°-170° C. for 1 hour. The cooled solid was partitioned with methylene chloride (50 ml.) and 2.5N sodium hydroxide (50 ml.). The aqueous layer was acidified with hydrochloric acid, the resulting gum was extracted into ether, and the ether extract was extracted with satura... Starting materials: ClC(C(C)=O)C(C)=O (3-Chloropentane-2,4-dione), C(CC)(=O)N (propionamide), C(CC)(=O)O (propionic acid), [OH-].[Na+] (sodium hydroxide). Product: C(C)(=O)C1=C(N=C(O1)CC)C (5-Acetyl-2-ethyl-4-methyloxazole). Reaction SMILES: Cl[CH:2]([C:6](=[O:8])[CH3:7])[C:3](=O)[CH3:4].[C:9]([NH2:13])(=[O:12])[CH2:10][CH3:11].C(O)(=O)CC.[OH-].[Na+]>>[C:6]([C:2]1[O:12][C:9]([CH2:10][CH3:11])=[N:13][C:3]=1[CH3:4])(=[O:8])[CH3:7] |f:3.4|. Procedure details: 3-Chloropentane-2,4-dione (46.5 g), propionamide (50 g) and propionic acid (151 g) were heated at 145° C. for 5 hours. The mixture was cooled to room temperature, then basified to pH 10 using 10M aqueous sodium hydroxide, and extracted with dichloromethane. The combined extracts were washed with brine, dried and the solvent removed to leave a brown oil which was purified by vacuum distillation, b.p. 70° C. at 2 mbar. Yield: 65.6%. Product: N1(C=CC2=CC=CC=C12)C1CCN(CC1)CCO (4-(1H-indol-1-yl)-1-piperidineethanol). Procedure: A mixture of 2-bromoethanol (3.75 g), 1-(4-piperidinyl)-1H-indole (5 g) and sodium hydrogen carbonate (4.2 g) in ethanol (100 ml) was stirred and refluxed overnight. The solvent was evaporated. The residue was stirred in water and this mixture was extracted with CH2Cl2. The separated organic layer was dried over MgSO4, filtered and the solvent was evaporated. The residue was purified by column chromatography over silica gel (eluent: CH2Cl2 /CH3OH 95/5). The pure fractions were collected and the ... The solvent is C(C)O (ethanol). Starting materials: BrCCO (2-bromoethanol), N1CCC(CC1)N1C=CC2=CC=CC=C12 (1-(4-piperidinyl)-1H-indole), C(O)([O-])=O.[Na+] (sodium hydrogen carbonate). As a reaction SMILES: Br[CH2:2][CH2:3][OH:4].[NH:5]1[CH2:10][CH2:9][CH:8]([N:11]2[C:19]3[C:14](=[CH:15][CH:16]=[CH:17][CH:18]=3)[CH:13]=[CH:12]2)[CH2:7][CH2:6]1.C(=O)([O-])O.[Na+]>C(O)C>[N:11]1([CH:8]2[CH2:9][CH2:10][N:5]([CH2:2][CH2:3][OH:4])[CH2:6][CH2:7]2)[C:19]2[C:14](=[CH:15][CH:16]=[CH:17][CH:18]=2)[CH:13]=[CH:12]1 |f:2.3|. Reactants: CC(C)n1ncnc1-c1cn2c(n1)-c1ccc(Br)cc1OCC2, Cc1nc([Sn](C)(C)C)cn1CCOC1CCCCO1, C1COCCO1, c1ccc(P(c2ccccc2)(c2ccccc2)[Pd](P(c2ccccc2)(c2ccccc2)c2ccccc2)(P(c2ccccc2)(c2ccccc2)c2ccccc2)P(c2ccccc2)(c2ccccc2)c2ccccc2)cc1. The product is Cc1nc(-c2ccc3c(c2)OCCn2cc(-c4ncnn4C(C)C)nc2-3)cn1CCOC1CCCCO1. Reaction SMILES: [Br:1][c:2]1[cH:3][c:4]2[c:5]([cH:22][cH:23]1)-[c:6]1[n:7]([cH:11][c:12](-[c:14]3[n:15][cH:16][n:17][n:18]3[CH:19]([CH3:20])[CH3:21])[n:13]1)[CH2:8][CH2:9][O:10]2.[CH3:24][c:25]1[n:26]([CH2:34][CH2:35][O:36][CH:37]2[O:38][CH2:39][CH2:40][CH2:41][CH2:42]2)[cH:27][c:28]([Sn:30]([CH3:31])([CH3:32])[CH3:33])[n:29]1.[O:43]1[CH2:44][CH2:45][O:46][CH2:47][CH2:48]1.[cH:49]1[cH:50][cH:51][c:52]([P:53]([Pd:54]([P:55]([c:56]2[cH:57][cH:58][cH:59][cH:60][cH:61]2)([c:62]2[cH:63][cH:64][cH:65][cH:66][cH:67]2)[c:68]2[cH:69][cH:70][cH:71][cH:72][cH:73]2)([P:74]([c:75]2[cH:76][cH:77][cH:78][cH:79][cH:80]2)([c:81]2[cH:82][cH:83][cH:84][cH:85][cH:86]2)[c:87]2[cH:88][cH:89][cH:90][cH:91][cH:92]2)[P:93]([c:94]2[cH:95][cH:96][cH:97][cH:98][cH:99]2)([c:100]2[cH:101][cH:102][cH:103][cH:104][cH:105]2)[c:106]2[cH:107][cH:108][cH:109][cH:110][cH:111]2)([c:112]2[cH:113][cH:114][cH:115][cH:116][cH:117]2)[c:118]2[cH:119][cH:120][cH:121][cH:122][cH:123]2)[cH:124][cH:125]1>>[c:2]1(-[c:28]2[cH:27][n:26]([CH2:34][CH2:35][O:36][CH:37]3[O:38][CH2:39][CH2:40][CH2:41][CH2:42]3)[c:25]([CH3:24])[n:29]2)[cH:3][c:4]2[c:5]([cH:22][cH:23]1)-[c:6]1[n:7]([cH:11][c:12](-[c:14]3[n:15][cH:16][n:17][n:18]3[CH:19]([CH3:20])[CH3:21])[n:13]1)[CH2:8][CH2:9][O:10]2.